Task: describe an organic reaction: reactants, conditions, products, and yield. Dataset: the Open Reaction Database (ORD), a public repository of structured organic reaction records The reactants are COC(=O)C1=NC=CN=C1NC1=CC=C(C=C1)Cl (3-(4-chlorophenylamino)-pyrazine-2-carboxylic acid methyl ester), [N+](=O)(O)[O-] (nitric acid). The solvent is [N+](=O)([O-])C (nitromethane). Conditions: time 45 minute. The product is COC(=O)C1=NC=CN=C1NC1=C(C=C(C=C1)Cl)[N+](=O)[O-] (3-(4-chloro-2-nitrophenylamino)-pyrazine-2-carboxylic acid methyl ester). Reaction SMILES: [CH3:1][O:2][C:3]([C:5]1[C:10]([NH:11][C:12]2[CH:17]=[CH:16][C:15]([Cl:18])=[CH:14][CH:13]=2)=[N:9][CH:8]=[CH:7][N:6]=1)=[O:4].[N+:19]([O-])([OH:21])=[O:20]>[N+](C)([O-])=O>[CH3:1][O:2][C:3]([C:5]1[C:10]([NH:11][C:12]2[CH:17]=[CH:16][C:15]([Cl:18])=[CH:14][C:13]=2[N+:19]([O-:21])=[O:20])=[N:9][CH:8]=[CH:7][N:6]=1)=[O:4]. Procedure: A suspension of 2.6 g 3-(4-chlorophenylamino)-pyrazine-2-carboxylic acid methyl ester in 100 ml nitromethane is stirred and treated dropwise at 0° C. with 24 ml nitric acid (99%). Stirring is continued at 0° C. for further 45 minutes. The solution is poured on ice and extracted with methylene chloride. The organic phase is washed with saturated sodium bicarbonate solution, dried over sodium sulphate and evaporated to give the heading compound, m.p. 191°-192°. The reactants are [H-].[Na+] (sodium hydride), N1N=CC2=CC=CC=C12 (Indazole), FC1=C(C=CC(=C1)F)C1(OC1)CN1N=CN=C1 (1-((2-(2,4-difluorophenyl)oxiran-2-yl)methyl)-1H-1,2,4-triazole). Solvent: CN(C=O)C (N, N-dimethylformamide). Run at time 30 minute. Product: FC1=C(C=CC(=C1)F)C(CN1NCC2=CC=CC=C12)(CN1N=CN=C1)O (2-(2,4-Difluorophenyl)-1-(2H-indazol-1-yl)-3-(1H-1,2,4-triazol-1-yl)propan-2-ol). The yield is 44.0%. RXN SMILES: [NH:1]1[C:9]2[C:4](=[CH:5][CH:6]=[CH:7][CH:8]=2)[CH:3]=[N:2]1.[H-].[Na+].[F:12][C:13]1[CH:18]=[C:17]([F:19])[CH:16]=[CH:15][C:14]=1[C:20]1([CH2:23][N:24]2[CH:28]=[N:27][CH:26]=[N:25]2)[CH2:22][O:21]1>CN(C)C=O>[F:12][C:13]1[CH:18]=[C:17]([F:19])[CH:16]=[CH:15][C:14]=1[C:20]([OH:21])([CH2:23][N:24]1[CH:28]=[N:27][CH:26]=[N:25]1)[CH2:22][N:1]1[C:9]2[C:4](=[CH:5][CH:6]=[CH:7][CH:8]=2)[CH2:3][NH:2]1 |f:1.2|. Reported procedure: To a suspension of Indazole (0.27 g, 2.32 mmol) in N, N-dimethylformamide (10 ml) was slowly added sodium hydride (0.093 g, 2.32 mmol) at 0° C., followed by stirring for 30 min and then for an additional 30 min at room temperature. Then, 1-((2-(2,4-difluorophenyl)oxiran-2-yl)methyl)-1H-1,2,4-triazole (0.50 g, 2.11 mmol) was added, followed by stirring for 2 hrs at 60° C. The reaction was quenched with the addition of water (1 ml) at 0° C. Following dilution with ethyl acetate (20 ml), the reacti... Reactants: CC[C@H]1CN2CCC3=CC(=C(C=C3[C@@H]2C[C@@H]1C[C@@H]4C5=CC(=C(C=C5CCN4)OC)OC)OC)OC.Cl.Cl (Emetine dihydrochloride), [OH-].[Na+] (sodium hydroxide). Run in O (water). The product is CC[C@H]1CN2CCC=3C=C(C(=CC3[C@@H]2C[C@@H]1C[C@@H]4C=5C=C(C(=CC5CCN4)OC)OC)OC)OC (emetine). The yield is 92.1%. Reaction SMILES: [CH3:1][CH2:2][C@@H:3]1[C@@H:16]([CH2:17][C@H:18]2[NH:27][CH2:26][CH2:25][C:24]3[C:19]2=[CH:20][C:21]([O:30][CH3:31])=[C:22]([O:28][CH3:29])[CH:23]=3)[CH2:15][C@@H:14]2[N:5]([CH2:6][CH2:7][C:8]3[C:13]2=[CH:12][C:11]([O:32][CH3:33])=[C:10]([O:34][CH3:35])[CH:9]=3)[CH2:4]1.Cl.Cl.[OH-].[Na+]>O>[CH3:1][CH2:2][C@@H:3]1[C@@H:16]([CH2:17][C@H:18]2[NH:27][CH2:26][CH2:25][C:24]3[CH:23]=[C:22]([O:28][CH3:29])[C:21]([O:30][CH3:31])=[CH:20][C:19]2=3)[CH2:15][C@@H:14]2[N:5]([CH2:6][CH2:7][C:8]3[CH:9]=[C:10]([O:34][CH3:35])[C:11]([O:32][CH3:33])=[CH:12][C:13]=32)[CH2:4]1 |f:0.1.2,3.4|. Reported procedure: 5 g of Emetine dihydrochloride (5H2O) was dissolved in 100 ml of water and thereto was added 0.1 N sodium hydroxide to adjust pH to 7.5. The solution was extracted three times with 100 ml of ether. The removal of ether gave about 4 g of emetine (emetine).